From a dataset of the Open Reaction Database (ORD), a public repository of structured organic reaction records. describe an organic reaction: reactants, conditions, products, and yield Starting materials: [Si](C)(C)(C(C)(C)C)C=1SC(=CN1)C1(CCN(CC1)C(=O)OCC1=CC=CC=C1)O (benzyl 4-(2-(tert-butyldimethylsilyl)thiazol-5-yl)-4-hydroxypiperidine-1-carboxylate), [H][H] (Hydrogen). The solvent is CO (methanol), [C].[Pd] (Palladium carbon). Run at temperature 50 celsius, time 8 hour. Yields the product [Si](C)(C)(C(C)(C)C)C=1SC(=CN1)C1(CCNCC1)O (4-(2-(tert-butyldimethylsilyl)thiazol-5-yl)piperidin-4-ol). RXN SMILES: [Si:1]([C:8]1[S:9][C:10]([C:13]2([OH:29])[CH2:18][CH2:17][N:16](C(OCC3C=CC=CC=3)=O)[CH2:15][CH2:14]2)=[CH:11][N:12]=1)([C:4]([CH3:7])([CH3:6])[CH3:5])([CH3:3])[CH3:2].[H][H]>CO.[C].[Pd]>[Si:1]([C:8]1[S:9][C:10]([C:13]2([OH:29])[CH2:18][CH2:17][NH:16][CH2:15][CH2:14]2)=[CH:11][N:12]=1)([C:4]([CH3:7])([CH3:5])[CH3:6])([CH3:2])[CH3:3] |f:3.4|. Procedure details: Into a 100 mL round-bottom flask, was placed a solution of benzyl 4-(2-(tert-butyldimethylsilyl)thiazol-5-yl)-4-hydroxypiperidine-1-carboxylate (as prepared in the previous step) (3 g, 6.94 mmol, 1.00 equiv) in methanol (20 mL) and Palladium carbon (0.3 g). Hydrogen was introduced into the above mixture. Under H2 atmosphere, the resulting solution was stirred overnight at 50° C. in an oil bath. The solids were filtered out. The resulting mixture was concentrated under vacuum. The title compound ... Reactants: C(C)(C)OC(C)C (diisopropyl ether), NC=1SC=C(N1)C(C(=O)N[C@H]1[C@@H]2N(C(=C(CS2)CS\C=C/C=2C=NC=CC2)C(=O)OC(C2=CC=CC=C2)C2=CC=CC=C2)C1=O)=NOC1CC1 (benzhydryl 7β-[2-(2-aminothiazol-4-yl)-2-(cyclopropyloxyimino)acetamido]-3-[(Z)-2-(3-pyridyl)vinylthiomethyl]-3-cephem-4-carboxylate), C1(=CC=CC=C1)OC (anisole), FC(C(=O)O)(F)F (trifluoroacetic acid), C([O-])(O)=O.[Na+] (sodium bicarbonate). Solvent: C(Cl)Cl (methylene chloride), C(C)(=O)OCC (ethyl acetate), O (water). Yields the product NC=1SC=C(N1)C(C(=O)N[C@H]1[C@@H]2N(C(=C(CS2)CS\C=C/C=2C=NC=CC2)C(=O)[O-])C1=O)=NOC1CC1.[Na+] (sodium 7β-[2-(2-aminothiazol-4-yl)-2-(cyclopropyloxyimino)acetamido]-3-[(Z)-2-(3-pyridyl)vinylthiomethyl]-3-cephem-4-carboxylate). As a reaction SMILES: [NH2:1][C:2]1[S:3][CH:4]=[C:5]([C:7](=[N:46][O:47][CH:48]2[CH2:50][CH2:49]2)[C:8]([NH:10][C@@H:11]2[C:44](=[O:45])[N:13]3[C:14]([C:28]([O:30]C(C4C=CC=CC=4)C4C=CC=CC=4)=[O:29])=[C:15]([CH2:18][S:19]/[CH:20]=[CH:21]\[C:22]4[CH:23]=[N:24][CH:25]=[CH:26][CH:27]=4)[CH2:16][S:17][C@H:12]23)=[O:9])[N:6]=1.C1(OC)C=CC=CC=1.FC(F)(F)C(O)=O.C(OC(C)C)(C)C.C(=O)(O)[O-].[Na+:77]>C(Cl)Cl.C(OCC)(=O)C.O>[NH2:1][C:2]1[S:3][CH:4]=[C:5]([C:7](=[N:46][O:47][CH:48]2[CH2:50][CH2:49]2)[C:8]([NH:10][C@@H:11]2[C:44](=[O:45])[N:13]3[C:14]([C:28]([O-:30])=[O:29])=[C:15]([CH2:18][S:19]/[CH:20]=[CH:21]\[C:22]4[CH:23]=[N:24][CH:25]=[CH:26][CH:27]=4)[CH2:16][S:17][C@H:12]23)=[O:9])[N:6]=1.[Na+:77] |f:4.5,9.10|. Reported procedure: A solution of benzhydryl 7β-[2-(2-aminothiazol-4-yl)-2-(cyclopropyloxyimino)acetamido]-3-[(Z)-2-(3-pyridyl)vinylthiomethyl]-3-cephem-4-carboxylate (syn isomer) (0.69 g), anisole (0.69 ml), and trifluoroacetic acid (2.07 ml) in methylene chloride (1.38 ml) was stirred under ice-cooling for 40 minutes. The mixture was poured into diisopropyl ether to give a precipitate. The precipitate was dissolved into a mixture of water (30 ml) and ethyl acetate (15 ml) and the solution was adjusted to pH 7.1 w...